This data is from the Open Reaction Database (ORD), a public repository of structured organic reaction records. The task is: describe an organic reaction: reactants, conditions, products, and yield The reactants are COc1ccc(CNc2nc(C)c(C)c3c2nc(CO)n3CC(C)C)cc1, O=C(O)C(F)(F)F. The product is Cc1nc(N)c2nc(CO)n(CC(C)C)c2c1C. Reaction SMILES: [CH2:1]([CH:2]([CH3:3])[CH3:4])[n:5]1[c:6]([CH2:26][OH:27])[n:7][c:8]2[c:9]([NH:16][CH2:17][c:18]3[cH:19][cH:20][c:21]([O:22][CH3:23])[cH:24][cH:25]3)[n:10][c:11]([CH3:15])[c:12]([CH3:14])[c:13]12.[OH:28][C:29]([C:30]([F:31])([F:32])[F:33])=[O:34]>>[CH2:1]([CH:2]([CH3:3])[CH3:4])[n:5]1[c:6]([CH2:26][OH:27])[n:7][c:8]2[c:9]([NH2:16])[n:10][c:11]([CH3:15])[c:12]([CH3:14])[c:13]12. Reactants: C1(=CC=C(C=C1)CC#N)C (p-Tolylacetonitrile), [OH-].[K+] (KOH), CC(=O)C (acetone). Solvent: CO (methanol). Reaction conditions: temperature 65 celsius, time 3 hour. Yields the product CC(=C(C#N)C1=CC=C(C=C1)C)C (3-methyl-2-p-tolyl-but-2-ene nitrile). Isolated yield 15.0%. RXN SMILES: [C:1]1([CH3:10])[CH:6]=[CH:5][C:4]([CH2:7][C:8]#[N:9])=[CH:3][CH:2]=1.[OH-].[K+].[CH3:13][C:14]([CH3:16])=O>CO>[CH3:13][C:14]([CH3:16])=[C:7]([C:4]1[CH:5]=[CH:6][C:1]([CH3:10])=[CH:2][CH:3]=1)[C:8]#[N:9] |f:1.2|. Reported procedure: p-Tolylacetonitrile (18.5 g, 0.14 mol) is dissolved in a mixture of acetone (50 ml) and methanol (6.7 ml) and KOH (3.33 g, 0.05 mol) is added. The resulting mixture is heated to 65° C. (oilbath) and stirred for 3 h. The volatiles are removed in a rotary evaporator, the residue is dissolved in toluene and washed 3 times with half saturated aq. NaCl-solution. The organic layer is dried over MgSO4, the solvent removed under reduced pressure and the residue distilled over a short-path apparatus at 0... Starting materials: NC=1N=CC2=C(N1)N=C(C(=C2)C2=CC=C(C=C2)OC)Cl (2-Amino-7-chloro-6-(4-methoxyphenyl)-pyrido[2,3-d]-pyrimidine), CN (methylamine). Solvent: CO (methanol). The product is COC1=CC=C(C=C1)C1=CC2=C(N=C(N=C2)N)N=C1NC (6-(4-Methoxyphenyl)-N7 -methyl-pyrido[2,3-d]pyrimidine-2,7-diamine). As a reaction SMILES: [NH2:1][C:2]1[N:3]=[CH:4][C:5]2[CH:11]=[C:10]([C:12]3[CH:17]=[CH:16][C:15]([O:18][CH3:19])=[CH:14][CH:13]=3)[C:9](Cl)=[N:8][C:6]=2[N:7]=1.[CH3:21][NH2:22]>CO>[CH3:19][O:18][C:15]1[CH:16]=[CH:17][C:12]([C:10]2[C:9]([NH:22][CH3:21])=[N:8][C:6]3[N:7]=[C:2]([NH2:1])[N:3]=[CH:4][C:5]=3[CH:11]=2)=[CH:13][CH:14]=1. Reported procedure: A mixture of 3.4 g of 2-amino-7-chloro-6-(4-methoxyphenyl)-pyrido[2,3-d]pyrimidine from Example 12, 40 mL of anhydrous methylamine, and 10 mL of methanol were heated in a bomb on a steam bath for 4 hours. After cooling, the suspension was washed out of the bomb with 50 mL of methanol/water (50:50) and the solvents were evaporated in vacuo. The solid residue was slurried with 50 mL of water, filtered, and crystallized from ethanol to afford 2.2 g of the title compound 6-(4-methoxyphenyl)-N7 -meth... The reactants are C(C)(C)(C)OC(NCCNC=1C=2N(C=C(N1)C(C)(C)C)C(NN2)=O)=O ([2-(6-tert-butyl-3-oxo-2,3-dihydro-[1,2,4]triazolo[4,3-a]pyrazin-8-ylamino)-ethyl]-carbamic acid tert-butyl ester), C(=O)(C(F)(F)F)O (TFA). Run in ClCCl (dichloromethane). The product is NCCNC=1C=2N(C=C(N1)C(C)(C)C)C(NN2)=O (8-(2-Amino-ethylamino)-6-tert-butyl-2H-[1,2,4]triazolo[4,3-a]pyrazin-3-one). Reaction SMILES: C(OC(=O)[NH:7][CH2:8][CH2:9][NH:10][C:11]1[C:12]2[N:13]([C:21](=[O:24])[NH:22][N:23]=2)[CH:14]=[C:15]([C:17]([CH3:20])([CH3:19])[CH3:18])[N:16]=1)(C)(C)C.C(O)(C(F)(F)F)=O>ClCCl>[NH2:7][CH2:8][CH2:9][NH:10][C:11]1[C:12]2[N:13]([C:21](=[O:24])[NH:22][N:23]=2)[CH:14]=[C:15]([C:17]([CH3:18])([CH3:19])[CH3:20])[N:16]=1. Procedure: A solution of 100 mg of [2-(6-tert-butyl-3-oxo-2,3-dihydro-[1,2,4]triazolo[4,3-a]pyrazin-8-ylamino)-ethyl]-carbamic acid tert-butyl ester in dichloromethane (5.0 mL) was treated with 1.48 g of TFA at ambient temperature for 16 h. The solvent was removed and the residue was recrystallized from ether to afford the title compound as a white solid. MS (M+H+)=251.3.